Dataset: the Open Reaction Database (ORD), a public repository of structured organic reaction records. Task: describe an organic reaction: reactants, conditions, products, and yield Starting materials: C(C1=CC=CC=C1)NC(NCC(C(=O)O)(C)C)=O (3-(3-benzylureido)-2,2-dimethylpropanoic acid), N[C@H](C(=O)N(CC=1C=CC=C2C=CC=NC12)CC(OCC)OCC)CC1=CC=C(C=C1)OC(C)(C)C ((S)-2-amino-3-(4-tert-butoxyphenyl)-N-(2,2-diethoxyethyl)-N-(quinolin-8-ylmethyl)propanamide). The product is C(C1=CC=CC=C1)NC(NCC(C(=O)N[C@H](C(=O)N(CC=1C=CC=C2C=CC=NC12)CC(OCC)OCC)CC1=CC=C(C=C1)OC(C)(C)C)(C)C)=O ((S)-3-(3-benzylureido)-N-(3-(4-tert-butoxyphenyl)-1-((2,2-diethoxyethyl)(quinolin-8-ylmethyl)amino)-1-oxopropan-2-yl)-2,2-dimethylpropanamide). Isolated yield 86.7%. As a reaction SMILES: [CH2:1]([NH:8][C:9](=[O:18])[NH:10][CH2:11][C:12]([CH3:17])([CH3:16])[C:13]([OH:15])=O)[C:2]1[CH:7]=[CH:6][CH:5]=[CH:4][CH:3]=1.[NH2:19][C@@H:20]([CH2:43][C:44]1[CH:49]=[CH:48][C:47]([O:50][C:51]([CH3:54])([CH3:53])[CH3:52])=[CH:46][CH:45]=1)[C:21]([N:23]([CH2:35][CH:36]([O:40][CH2:41][CH3:42])[O:37][CH2:38][CH3:39])[CH2:24][C:25]1[CH:26]=[CH:27][CH:28]=[C:29]2[C:34]=1[N:33]=[CH:32][CH:31]=[CH:30]2)=[O:22]>>[CH2:1]([NH:8][C:9](=[O:18])[NH:10][CH2:11][C:12]([CH3:17])([CH3:16])[C:13]([NH:19][C@@H:20]([CH2:43][C:44]1[CH:49]=[CH:48][C:47]([O:50][C:51]([CH3:53])([CH3:52])[CH3:54])=[CH:46][CH:45]=1)[C:21]([N:23]([CH2:35][CH:36]([O:37][CH2:38][CH3:39])[O:40][CH2:41][CH3:42])[CH2:24][C:25]1[CH:26]=[CH:27][CH:28]=[C:29]2[C:34]=1[N:33]=[CH:32][CH:31]=[CH:30]2)=[O:22])=[O:15])[C:2]1[CH:3]=[CH:4][CH:5]=[CH:6][CH:7]=1. Procedure: According to the procedure described in the synthesis method of Compound II-1, 3-(3-benzylureido)-2,2-dimethylpropanoic acid (Compound VI-3) (152 mg, 0.61 mmol) was coupled with (S)-2-amino-3-(4-tert-butoxyphenyl)-N-(2,2-diethoxyethyl)-N-(quinolin-8-ylmethyl)propanamide (Compound IV-3) (200 mg, 0.41 mmol) and the obtained residue was purified by silica gel column chromatography (eluent: chloroform:methanol=90:10) to obtain the title compound (258.1 mg, 88%).